Dataset: the Open Reaction Database (ORD), a public repository of structured organic reaction records. Task: describe an organic reaction: reactants, conditions, products, and yield Starting materials: O=C([O-])[O-], CCc1c(Oc2ccc(C(F)(F)F)cc2[N+](=O)[O-])n[nH]c1C, CCOC(C)=O, CN=C=O, Cl, [K+], [K+]. Product: CCc1c(Oc2ccc(C(F)(F)F)cc2[N+](=O)[O-])nn(C(=O)NC)c1C. Reaction SMILES: [C:1](=[O:2])([O-:3])[O-:4].[CH2:11]([CH3:12])[c:13]1[c:14]([O:19][c:20]2[c:21]([N+:30](=[O:31])[O-:32])[cH:22][c:23]([C:26]([F:27])([F:28])[F:29])[cH:24][cH:25]2)[n:15][nH:16][c:17]1[CH3:18].[CH3:34][CH2:35][O:36][C:37](=[O:38])[CH3:39].[CH3:7][N:8]=[C:9]=[O:10].[ClH:33].[K+:5].[K+:6]>>[CH3:7][NH:8][C:9](=[O:10])[n:16]1[n:15][c:14]([O:19][c:20]2[c:21]([N+:30](=[O:31])[O-:32])[cH:22][c:23]([C:26]([F:27])([F:28])[F:29])[cH:24][cH:25]2)[c:13]([CH2:11][CH3:12])[c:17]1[CH3:18]. The reactants are solution, B(Br)(Br)Br (BBr3), CN(CCOC1=CC=C(C=C1)C1=C(C2=C(N=CN=C2NC[C@H]2[C@H](CC2)OC)N1)C1=CC=CC=C1)C (cis-{6-[4-(2-Dimethylamino-ethoxy)-phenyl]-5-phenyl-7H-pyrrolo[2,3-d]pyrimidin-4-yl}-(2-methoxy-cyclobutylmethyl)-amine). Solvent: ClCCl (dichloromethane), ClCCl (dichloromethane). Reaction conditions: temperature -78 celsius, time 6.5 hour. Yields the product CN(CCOC1=CC=C(C=C1)C1=C(C2=C(N=CN=C2NC[C@@H]2[C@@H](CC2)O)N1)C1=CC=CC=C1)C (cis-2-({6-[4-(2-Dimethylamino-ethoxy)-phenyl]-5-phenyl-7H-pyrrolo[2,3-d]pyrimidin-4-ylamino}-methyl)-cyclobutanol). As a reaction SMILES: [CH3:1][N:2]([CH3:35])[CH2:3][CH2:4][O:5][C:6]1[CH:11]=[CH:10][C:9]([C:12]2[NH:28][C:15]3[N:16]=[CH:17][N:18]=[C:19]([NH:20][CH2:21][C@@H:22]4[CH2:25][CH2:24][C@@H:23]4[O:26]C)[C:14]=3[C:13]=2[C:29]2[CH:34]=[CH:33][CH:32]=[CH:31][CH:30]=2)=[CH:8][CH:7]=1.B(Br)(Br)Br>ClCCl>[CH3:1][N:2]([CH3:35])[CH2:3][CH2:4][O:5][C:6]1[CH:7]=[CH:8][C:9]([C:12]2[NH:28][C:15]3[N:16]=[CH:17][N:18]=[C:19]([NH:20][CH2:21][C@H:22]4[CH2:25][CH2:24][C@H:23]4[OH:26])[C:14]=3[C:13]=2[C:29]2[CH:34]=[CH:33][CH:32]=[CH:31][CH:30]=2)=[CH:10][CH:11]=1. Procedure details: A solution of 34 mg (0.07 mmol) of trans/cis-{6-[4-(2-dimethylamino-ethoxy)-phenyl]-5-phenyl-7H-pyrrolo[2,3-d]pyrimidin-4-yl}-(2-methoxy-cyclobutylmethyl)-amine (Example 35, Step B) in 5 ml dichloromethane was cooled to −78° C. and treated with 80 μl (0.08 mmol) of 1 M solution of BBr3 in dichloromethane. The orange slurry was stirred at −78° C. for 6.5 h, and then was warmed to 0° C. for 20 min. The reaction mixture was quenched with saturated aqueous sodium bicarbonate (5 ml) and stirred overn...